Task: describe an organic reaction: reactants, conditions, products, and yield. Dataset: the Open Reaction Database (ORD), a public repository of structured organic reaction records Reactants: ice water, [C-]#N.[Na+] (sodium cyanide), CC=1NC(=C(C(C1C(=O)OC)C1=C(C=CC=C1)[N+](=O)[O-])C(=O)OCCCCl)C (1,4-dihydro-2,6-dimethyl-3-methoxycarbonyl-4-(2-nitrophenyl)-5-(3-chloropropoxy)carbonyl-pyridine). The solvent is CS(=O)C (dimethylsulphoxide), CS(=O)C (dimethylsulphoxide). Run at temperature 120 celsius, time 2.5 hour. Product: CC=1NC(=C(C(C1C(=O)OC)C1=C(C=CC=C1)[N+](=O)[O-])C(=O)OCCCC#N)C (1,4-Dihydro-2,6-dimethyl-3-methoxycarbonyl-4-(2-nitrophenyl)-5-(3-cyanopropoxy)carbonyl-pyridine). Isolated yield 67.6%. RXN SMILES: [C-:1]#[N:2].[Na+].[CH3:4][C:5]1[NH:6][C:7]([CH3:31])=[C:8]([C:24]([O:26][CH2:27][CH2:28][CH2:29]Cl)=[O:25])[CH:9]([C:15]2[CH:20]=[CH:19][CH:18]=[CH:17][C:16]=2[N+:21]([O-:23])=[O:22])[C:10]=1[C:11]([O:13][CH3:14])=[O:12]>CS(C)=O>[CH3:4][C:5]1[NH:6][C:7]([CH3:31])=[C:8]([C:24]([O:26][CH2:27][CH2:28][CH2:29][C:1]#[N:2])=[O:25])[CH:9]([C:15]2[CH:20]=[CH:19][CH:18]=[CH:17][C:16]=2[N+:21]([O-:23])=[O:22])[C:10]=1[C:11]([O:13][CH3:14])=[O:12] |f:0.1|. Procedure: 0.55 g (11 mmol) of sodium cyanide in 15 ml of dimethylsulphoxide are added dropwise at a reaction temperature of 60° C. to a solution of 4.09 g (10 mmol) of 1,4-dihydro-2,6-dimethyl-3-methoxycarbonyl-4-(2-nitrophenyl)-5-(3-chloropropoxy)carbonyl-pyridine in 10 ml of dimethylsulphoxide. The reaction mixture is then stirred for 2.5 hours at 120° C. and is poured into 150 ml of ice water after it has cooled down. The mixture is extracted with 3×50 ml of ethyl acetate. After dehydration and concent... The reactants are C(C)(=O)O[C@@H]1C([C@@H]2CC[C@]3([C@@]4(CC[C@@]5([C@@H]([C@H]4CC[C@@H]3[C@]2(CC1)C)[C@@H](CC5)C(=C)C)C(N[C@H]5C[C@H](CC5)CN5CCOCC5)=O)C)C)(C)C ((1R,3aS,5aR,5bR,7aR,9S,11aR,11bR,13aR,13bR)-5a,5b,8,8,11a-pentamethyl-3a-((1R,3S)-3-(morpholinomethyl)cyclopentylcarbamoyl)-1-(prop-1-en-2-yl)icosahydro-1H-cyclopenta[a]chrysen-9-yl acetate), N1=CC=CC=C1 (pyridine), CC1(C(OC(C1)=O)=O)C (3,3-dimethyldihydrofuran-2,5-dione). The solvent is C(C)(=O)OCC (ethyl acetate). Product: CC(C(=O)O)(CC(O[C@@H]1C([C@@H]2CC[C@]3([C@@]4(CC[C@@]5([C@@H]([C@H]4CC[C@@H]3[C@]2(CC1)C)[C@@H](CC5)C(=C)C)C(N[C@H]5C[C@H](CC5)CN5CCOCC5)=O)C)C)(C)C)=O)C (2,2-dimethyl-4-oxo-4-((1R,3aS,5aR,5bR,7aR,9S,11aR,11bR,13aR,13bR)-5a,5b,8,8,11a-pentamethyl-3a-((1R,3S)-3-(morpholinomethyl)cyclopentylcarbamoyl)-1-(prop-1-en-2-yl)icosahydro-1H-cyclopenta[a]chrysen-9-yloxy)butanoic acid). RXN SMILES: [C:1]([O:4][C@H:5]1[CH2:22][CH2:21][C@@:20]2([CH3:23])[C@@H:7]([CH2:8][CH2:9][C@:10]3([CH3:46])[C@@H:19]2[CH2:18][CH2:17][C@H:16]2[C@@:11]3([CH3:45])[CH2:12][CH2:13][C@@:14]3([C:30](=[O:44])[NH:31][C@@H:32]4[CH2:36][CH2:35][C@H:34]([CH2:37][N:38]5[CH2:43][CH2:42][O:41][CH2:40][CH2:39]5)[CH2:33]4)[CH2:26][CH2:25][C@@H:24]([C:27]([CH3:29])=[CH2:28])[C@@H:15]32)[C:6]1([CH3:48])[CH3:47])(=[O:3])[CH3:2].N1C=CC=CC=1.[CH3:55][C:56]1(C)[CH2:60]C(=O)[O:58][C:57]1=[O:62]>C(OCC)(=O)C>[CH3:55][C:56]([CH3:60])([CH2:2][C:1](=[O:3])[O:4][C@H:5]1[CH2:22][CH2:21][C@@:20]2([CH3:23])[C@@H:7]([CH2:8][CH2:9][C@:10]3([CH3:46])[C@@H:19]2[CH2:18][CH2:17][C@H:16]2[C@@:11]3([CH3:45])[CH2:12][CH2:13][C@@:14]3([C:30](=[O:44])[NH:31][C@@H:32]4[CH2:36][CH2:35][C@H:34]([CH2:37][N:38]5[CH2:43][CH2:42][O:41][CH2:40][CH2:39]5)[CH2:33]4)[CH2:26][CH2:25][C@@H:24]([C:27]([CH3:29])=[CH2:28])[C@@H:15]32)[C:6]1([CH3:48])[CH3:47])[C:57]([OH:62])=[O:58]. Reported procedure: To a stirred solution of (1R,3aS,5aR,5bR,7aR,9S,11aR,11bR,13aR,13bR)-5a,5b,8,8,11a-pentamethyl-3a-((1R,3S)-3-(morpholinomethyl)cyclopentylcarbamoyl)-1-(prop-1-en-2-yl)icosahydro-1H-cyclopenta[a]chrysen-9-yl acetate (Example 23, 0.15 g, 0.24 mmol) in pyridine (5 ml) dimethyl amino pyridine (0.32 g, 0.48 mmol) and 3,3-dimethyldihydrofuran-2,5-dione (1.3 ml) were added and the contents were refluxed for about 16 hours and completion of the reaction monitored by TLC. The reaction mixture was diluted... Starting materials: C(C1=CC=CC=C1)(C1=CC=CC=C1)=N (benzophenone imine), NC=1C=C(C=CC1)O (3-aminophenol), O (H2O). Solvent: C1(=CC=CC=C1)C (toluene). Product: C(C1=CC=CC=C1)(C1=CC=CC=C1)=NC=1C=C(C=CC1)O (3-(benzhydrylidene-amino)-phenol), solid. Yield: 76.0%. Reaction SMILES: [C:1](=[NH:14])([C:8]1[CH:13]=[CH:12][CH:11]=[CH:10][CH:9]=1)[C:2]1[CH:7]=[CH:6][CH:5]=[CH:4][CH:3]=1.N[C:16]1[CH:17]=[C:18]([OH:22])[CH:19]=[CH:20][CH:21]=1.O>C1(C)C=CC=CC=1>[C:1](=[N:14][C:16]1[CH:17]=[C:18]([OH:22])[CH:19]=[CH:20][CH:21]=1)([C:8]1[CH:9]=[CH:10][CH:11]=[CH:12][CH:13]=1)[C:2]1[CH:7]=[CH:6][CH:5]=[CH:4][CH:3]=1. Procedure details: 3-(Benzhydrylidene-amino)-phenol was prepared as follows: A stirred solution of benzophenone imine (15.0 g, 82.8 mmol) and 3-aminophenol (9.03 g, 82.8 mmol) in 25 mL toluene was heated at reflux with removal of H2O with a Dean-Stark trap for 3.5 h. The crystals that formed from the cooled reaction mixture were collected by vacuum filtration, washed with hexanes and air dried. In this manner, 3-(benzhydrylidene-amino)-phenol was obtained as a light yellow solid (17.3 g, 76%): 1H NMR (CDCl3) δ 7.6... Reactants: CN1CCCC1=O, C[S-], COC(=O)c1ccc(C(F)(F)F)cc1Cl, [Na+]. Yields the product COC(=O)c1ccc(C(F)(F)F)cc1SC. Reaction SMILES: [CH3:19][N:20]1[CH2:21][CH2:22][CH2:23][C:24]1=[O:25].[CH3:1][S-:2].[Cl:4][c:5]1[c:6]([C:7](=[O:8])[O:9][CH3:10])[cH:11][cH:12][c:13]([C:15]([F:16])([F:17])[F:18])[cH:14]1.[Na+:3]>>[CH3:1][S:2][c:5]1[c:6]([C:7](=[O:8])[O:9][CH3:10])[cH:11][cH:12][c:13]([C:15]([F:16])([F:17])[F:18])[cH:14]1. The reactants are CN=C(C=1C(C(=O)O)=C(C=C(C1)[N+](=O)[O-])[N+](=O)[O-])O (3,5-dinitrophthalic acid N-methylimide), C(CCC)S (n-butylmercaptan), C([O-])([O-])=O.[K+].[K+] (potassium carbonate). The solvent is O1CCCC1 (tetrahydrofuran). Product: CN=C(C=1C(C(=O)O)=C(C=C(C1)[N+](=O)[O-])SCCCC)O (3-n-Butylthio-5-nitrophthalic acid N-methylimide). RXN SMILES: [CH3:1][N:2]=[C:3]([OH:19])[C:4]1[C:5](=[C:9]([N+]([O-])=O)[CH:10]=[C:11]([N+:13]([O-:15])=[O:14])[CH:12]=1)[C:6]([OH:8])=[O:7].[CH2:20]([SH:24])[CH2:21][CH2:22][CH3:23].C(=O)([O-])[O-].[K+].[K+]>O1CCCC1>[CH3:1][N:2]=[C:3]([OH:19])[C:4]1[C:5](=[C:9]([S:24][CH2:20][CH2:21][CH2:22][CH3:23])[CH:10]=[C:11]([N+:13]([O-:15])=[O:14])[CH:12]=1)[C:6]([OH:8])=[O:7] |f:2.3.4|. Procedure: 25.1 g (100 mmols) of 3,5-dinitrophthalic acid N-methylimide, 19.8 g (220 mmols) of n-butylmercaptan, 41.5 g (300 mmols) of anhydrous potassium carbonate and 250 ml of absolute tetrahydrofuran are kept under reflux overnight. The reaction mixture is filtered, the filtrate is evaporated and the residue is taken up in methylene chloride/2N HCl. The extracts are washed with saturated NaCl solution, dried over sodium sulfate and evaporated. After recrystallisation from cyclohexane, 11.96 g (41% of t... The reactants are C(C)(=O)OCC (ethyl acetate), O[C@H](C)[C@@H]1[C@@H]2N(C(=C([C@@H]2C)OP(=O)(C2=CC=CC=C2)C2=CC=CC=C2)C(=O)OCC2=CC=C(C=C2)[N+](=O)[O-])C1=O (4-nitrobenzyl (1R,5R,6S)-6-[(1R)-1-hydroxyethyl]-1-methyl-2-(diphenylphosphoryloxy)-1-carbapen-2-em-3-carboxylate), S[C@H]1C[C@H](N(C1)C(=O)OCC1=CC=C(C=C1)[N+](=O)[O-])C(=O)N1C[C@@H](CC1)CNC(CC(=O)OCC1=CC=C(C=C1)[N+](=O)[O-])=N ((2S,4S)-4-mercapto-1-(4-nitrobenzyloxycarbonyl)-2-[(3S)-3-(4-nitrobenzyloxycarbonylacetimidoylaminomethyl)pyrrolidin-1-ylcarbonyl]pyrrolidine). Run in C(C)#N (acetonitrile), C(C)(C)N(C(C)C)CC (N,N-diisopropylethylamine), C(C)#N (acetonitrile). The product is O[C@H](C)[C@@H]1[C@@H]2N(C(=C([C@@H]2C)S[C@H]2C[C@H](N(C2)C(=O)OCC2=CC=C(C=C2)[N+](=O)[O-])C(=O)N2C[C@@H](CC2)CNC(CC(=O)OCC2=CC=C(C=C2)[N+](=O)[O-])=N)C(=O)OCC2=CC=C(C=C2)[N+](=O)[O-])C1=O (4-nitrobenzyl (1R,5S,6S)-6-[(1R)-1-hydroxyethyl]-1-methyl-2-[(2S,4S)-I -(4-nitrobenzyloxycarbonyl)-2-[(3S)-3-(4-nitrobenzyloxycarbonylacetimidoylaminomethyl)pyrrolidin-1-ylcarbonyl]pyrrolidin-4-ylthio]-1-carbapen-2-em-3-carboxylate). Isolated yield 60.8%. RXN SMILES: [OH:1][C@@H:2]([C@H:4]1[C:39](=[O:40])[N:6]2[C:7]([C:26]([O:28][CH2:29][C:30]3[CH:35]=[CH:34][C:33]([N+:36]([O-:38])=[O:37])=[CH:32][CH:31]=3)=[O:27])=[C:8](OP(C3C=CC=CC=3)(C3C=CC=CC=3)=O)[C@H:9]([CH3:10])[C@H:5]12)[CH3:3].[SH:41][C@@H:42]1[CH2:46][N:45]([C:47]([O:49][CH2:50][C:51]2[CH:56]=[CH:55][C:54]([N+:57]([O-:59])=[O:58])=[CH:53][CH:52]=2)=[O:48])[C@H:44]([C:60]([N:62]2[CH2:66][CH2:65][C@@H:64]([CH2:67][NH:68][C:69](=[NH:84])[CH2:70][C:71]([O:73][CH2:74][C:75]3[CH:80]=[CH:79][C:78]([N+:81]([O-:83])=[O:82])=[CH:77][CH:76]=3)=[O:72])[CH2:63]2)=[O:61])[CH2:43]1.C(OCC)(=O)C>C(#N)C.C(N(CC)C(C)C)(C)C>[OH:1][C@@H:2]([C@H:4]1[C:39](=[O:40])[N:6]2[C:7]([C:26]([O:28][CH2:29][C:30]3[CH:31]=[CH:32][C:33]([N+:36]([O-:38])=[O:37])=[CH:34][CH:35]=3)=[O:27])=[C:8]([S:41][C@@H:42]3[CH2:46][N:45]([C:47]([O:49][CH2:50][C:51]4[CH:56]=[CH:55][C:54]([N+:57]([O-:59])=[O:58])=[CH:53][CH:52]=4)=[O:48])[C@H:44]([C:60]([N:62]4[CH2:66][CH2:65][C@@H:64]([CH2:67][NH:68][C:69](=[NH:84])[CH2:70][C:71]([O:73][CH2:74][C:75]5[CH:76]=[CH:77][C:78]([N+:81]([O-:83])=[O:82])=[CH:79][CH:80]=5)=[O:72])[CH2:63]4)=[O:61])[CH2:43]3)[C@H:9]([CH3:10])[C@H:5]12)[CH3:3]. Reported procedure: To a solution of 4-nitrobenzyl (1R,5R,6S)-6-[(1R)-1-hydroxyethyl]-1-methyl-2-(diphenylphosphoryloxy)-1-carbapen-2-em-3-carboxylate (0.58 g) in anhydrous acetonitrile (10 ml), N,N-diisopropylethylamine (0.17 ml) and a solution of (2S,4S)-4-mercapto-1-(4-nitrobenzyloxycarbonyl)-2-[(3S)-3-(4-nitrobenzyloxycarbonylacetimidoylaminomethyl)pyrrolidin-1-ylcarbonyl]pyrrolidine (0.93 g) in anhydrous acetonitrile (10 ml) were added while stirring in an ice bath. The resulting mixture was stirred overnight ... Reaction SMILES: [CH2:1]([Mg]Cl)[C:2]1[CH:7]=[CH:6][CH:5]=[CH:4][CH:3]=1.Br[C:11]1[CH:16]=[CH:15][CH:14]=[C:13]([N:17]2[CH2:21][CH:20]=[CH:19][CH2:18]2)[N:12]=1.BrC1C=CC=C(N2CCCC2)N=1.[Cl-].[NH4+]>CC(P(C1C=CC=CC=1)C1C=CC=CC=1)C.C1C=CC(PC2C=CC=CC=2)=CC=1.[Cl-].[Ni].O1CCCC1>[CH2:1]([C:11]1[CH:16]=[CH:15][CH:14]=[C:13]([N:17]2[CH2:21][CH:20]=[CH:19][CH2:18]2)[N:12]=1)[C:2]1[CH:7]=[CH:6][CH:5]=[CH:4][CH:3]=1 |f:3.4,5.6.7.8|. Run in O1CCCC1 (tetrahydrofuran), O1CCCC1 (tetrahydrofuran). Yields the product C(C1=CC=CC=C1)C1=NC(=CC=C1)N1CC=CC1 (2-Benzyl-6-(3-pyrroline-1-yl)pyridine). The reactants are C(C1=CC=CC=C1)[Mg]Cl (benzylmagnesium chloride), mixture, BrC1=NC(=CC=C1)N1CC=CC1 (2-bromo-6-(3-pyrroline-1-yl)pyridine), BrC1=NC(=CC=C1)N1CCCC1 (2-bromo-6-(pyrrolidine-1-yl)pyridine), [Cl-].[NH4+] (ammonium chloride). Reported procedure: 72.3 ml of a tetrahydrofuran solution containing 1.07 mol of benzylmagnesium chloride was added dropwise into a mixture of 11.6 g of a mixture of 2-bromo-6-(3-pyrroline-1-yl)pyridine and 2-bromo-6-(pyrrolidine-1-yl)pyridine and 20 ml of tetrahydrofuran containing 1.4 g of 1,3-bis(diphenylphosphino)propanenickel(II) chloride over 10 minutes in an ice bath. After cooling at room temperature overnight, the reaction solution was poured into aqueous saturated ammonium chloride and extracted with ethy... The reagents and catalysts are CC(C)P(C1=CC=CC=C1)C2=CC=CC=C2.C1=CC=C(C=C1)PC2=CC=CC=C2.[Cl-].[Ni] (1,3-bis(diphenylphosphino)propanenickel(II) chloride). Starting materials: BrC=1C=C(C2=C(N(C=N2)COCC[Si](C)(C)C)C1)C(C)O (1-(6-Bromo-1-((2-(trimethylsilyl)ethoxy)methyl)-1H-benzo[d]imidazol-4-yl)ethanol), C1CCC2=NCCCN2CC1 (DBU), OCC1(CCN(CC1)C(=O)OC(C)(C)C)C1=CC=CC=C1 (tert-butyl 4-(hydroxymethyl)-4-phenylpiperidine-1-carboxylate), C(=O)=O.C(CO)O (dry ice ethyleneglycol), starting material, [OH-].[Na+] (NaOH), imidate, ClC(C#N)(Cl)Cl (trichloroacetonitrile), trichloroacetimidate ester. The reagents and catalysts are [H+].[B-](F)(F)(F)F (HBF4). Run in CCCCCC (hexane), C(Cl)Cl.C1CCCCC1 (CH2Cl2 cyclohexane), CCOC(=O)C (EtOAc), O (water), CCOC(=O)C (EtOAc), ClC(C)Cl (dichloroethane), CCCCCCC (heptane), CCCCCCC (heptane). Run at time 5 minute. Product: BrC=1C=C(C2=C(N(C=N2)COCC[Si](C)(C)C)C1)C(C)OCC1(CCN(CC1)C(=O)OC(C)(C)C)C1=CC=CC=C1 (tert-butyl 4-((1-(6-bromo-1-((2-(trimethylsilyl)ethoxy)methyl)-1H-benzo[d]imidazol-4-yl)ethoxy)methyl)-4-phenylpiperidine-1-carboxylate). Yield: 7.7%. As a reaction SMILES: [Br:1][C:2]1[CH:3]=[C:4]([CH:19]([OH:21])[CH3:20])[C:5]2[N:9]=[CH:8][N:7]([CH2:10][O:11][CH2:12][CH2:13][Si:14]([CH3:17])([CH3:16])[CH3:15])[C:6]=2[CH:18]=1.ClC(Cl)(Cl)C#N.C1CCN2C(=NCCC2)CC1.O[CH2:40][C:41]1([C:54]2[CH:59]=[CH:58][CH:57]=[CH:56][CH:55]=2)[CH2:46][CH2:45][N:44]([C:47]([O:49][C:50]([CH3:53])([CH3:52])[CH3:51])=[O:48])[CH2:43][CH2:42]1.C(=O)=O.C(O)CO.[OH-].[Na+]>C(Cl)Cl.C1CCCCC1.ClC(Cl)C.[H+].[B-](F)(F)(F)F.CCOC(C)=O.O.CCCCCCC.CCCCCC>[Br:1][C:2]1[CH:3]=[C:4]([CH:19]([O:21][CH2:40][C:41]2([C:54]3[CH:59]=[CH:58][CH:57]=[CH:56][CH:55]=3)[CH2:46][CH2:45][N:44]([C:47]([O:49][C:50]([CH3:51])([CH3:52])[CH3:53])=[O:48])[CH2:43][CH2:42]2)[CH3:20])[C:5]2[N:9]=[CH:8][N:7]([CH2:10][O:11][CH2:12][CH2:13][Si:14]([CH3:16])([CH3:15])[CH3:17])[C:6]=2[CH:18]=1 |f:4.5,6.7,8.9,11.12|. Reported procedure: 1-(6-Bromo-1-((2-(trimethylsilyl)ethoxy)methyl)-1H-benzo[d]imidazol-4-yl)ethanol (336 mg, 0.91 mmol) was converted to the corresponding trichloroacetimidate ester using trichloroacetonitrile (0.15 mL), DBU (0.02 mL) in CH2Cl2:cyclohexane (1:3, 2 mL) following a reported procedure (Kuethe, J. T. et. al. J. Org. Chem. 2006, 71, 7378-7390). TLC analysis (SiO2, EtOAc:hexane, 7:3) indicated approximately 10% of starting material with the formation of a less polar product. The reaction mixture was wor... Starting materials: CCOC(=O)C(=O)CC(C)(C)c1cccc2c1OCO2, CO, [Na+], [OH-]. Yields the product CC(C)(CC(=O)C(=O)O)c1cccc2c1OCO2. RXN SMILES: [CH2:1]([CH3:2])[O:3][C:4]([C:5]([CH2:6][C:7]([CH3:8])([CH3:9])[c:10]1[cH:11][cH:12][cH:13][c:14]2[c:18]1[O:17][CH2:16][O:15]2)=[O:19])=[O:20].[CH3:23][OH:24].[Na+:22].[OH-:21]>>[O:3]=[C:4]([C:5]([CH2:6][C:7]([CH3:8])([CH3:9])[c:10]1[cH:11][cH:12][cH:13][c:14]2[c:18]1[O:17][CH2:16][O:15]2)=[O:19])[OH:20].